This data is from the Open Reaction Database (ORD), a public repository of structured organic reaction records. The task is: describe an organic reaction: reactants, conditions, products, and yield Starting materials: O=C([O-])[O-], Cc1nc[nH]n1, CC#N, N#Cc1cc([N+](=O)[O-])ccc1Cl, [K+], [K+], O. Product: Cc1ncn(-c2ccc([N+](=O)[O-])cc2C#N)n1. RXN SMILES: [C:19](=[O:20])([O-:21])[O-:22].[CH3:1][c:2]1[n:3][nH:4][cH:5][n:6]1.[CH3:26][C:27]#[N:28].[Cl:7][c:8]1[c:9]([C:10]#[N:11])[cH:12][c:13]([N+:16](=[O:17])[O-:18])[cH:14][cH:15]1.[K+:23].[K+:24].[OH2:25]>>[CH3:1][c:2]1[n:3][n:4](-[c:8]2[c:9]([C:10]#[N:11])[cH:12][c:13]([N+:16](=[O:17])[O-:18])[cH:14][cH:15]2)[cH:5][n:6]1.